Task: describe an organic reaction: reactants, conditions, products, and yield. Dataset: the Open Reaction Database (ORD), a public repository of structured organic reaction records Starting materials: COC=1C=C(C=CC1OC)C(CN)CCN(CC)CC (2-(3,4-dimethoxyphenyl)-4-diethylamino-butylamine), 3a, NC(=O)OCC (urethane). Product: C(C)OC(NCC(CCN(CC)CC)C1=CC(=C(C=C1)OC)OC)=O (N-(2-(3,4-dimethoxyphenyl)-4-diethylaminobutyl)-carbamic acid ethyl ester). As a reaction SMILES: [CH3:1][O:2][C:3]1[CH:4]=[C:5]([CH:11]([CH2:14][CH2:15][N:16]([CH2:19][CH3:20])[CH2:17][CH3:18])[CH2:12][NH2:13])[CH:6]=[CH:7][C:8]=1[O:9][CH3:10].N[C:22]([O:24][CH2:25][CH3:26])=[O:23]>>[CH2:25]([O:24][C:22](=[O:23])[NH:13][CH2:12][CH:11]([C:5]1[CH:6]=[CH:7][C:8]([O:9][CH3:10])=[C:3]([O:2][CH3:1])[CH:4]=1)[CH2:14][CH2:15][N:16]([CH2:19][CH3:20])[CH2:17][CH3:18])[CH3:26]. Procedure details: From 2-(3,4-dimethoxyphenyl)-4-diethylamino-butylamine in analogy to 3a. The urethane was further reacted in a crude state. Yields the product CSC(=N)Nc1ccc(-n2nc(C)nc2C)c(F)c1, I. RXN SMILES: [CH3:21][CH2:22][OH:23].[CH3:3][c:4]1[n:5][n:6](-[c:10]2[c:11]([F:20])[cH:12][c:13]([NH:16][C:17](=[S:18])[NH2:19])[cH:14][cH:15]2)[c:7]([CH3:9])[n:8]1.[I:1][CH3:2]>>[CH3:2][S:18][C:17]([NH:16][c:13]1[cH:12][c:11]([F:20])[c:10](-[n:6]2[n:5][c:4]([CH3:3])[n:8][c:7]2[CH3:9])[cH:15][cH:14]1)=[NH:19].[IH:1]. The reactants are CCO, Cc1nc(C)n(-c2ccc(NC(N)=S)cc2F)n1, CI. The reactants are BrC=1C=C(CN2C(NC3=C2C=CC=C3)=N)C=CC1 (1-(3-bromo-benzyl)-1,3-dihydro-benzoimidazol-2-ylideneamine), FC1=CC=C(OCC2OC2)C=C1 (2-(4-fluoro-phenoxymethyl)-oxirane), FC1=CC=C(OCC2OC2)C=C1 (2-(4-fluoro-phenoxymethyl)-oxirane). The solvent is CCO (EtOH). Run at time 6 hour. The product is BrC=1C=C(CN2C(N(C3=C2C=CC=C3)CC(COC3=CC=C(C=C3)F)O)=N)C=CC1 (1-[3-(3-bromo-benzyl)-2-imino-2,3-dihydro-benzoimidazol-1-yl]-3-(4-fluoro-phenoxy)-propan-2-ol). The yield is 46.2%. RXN SMILES: [Br:1][C:2]1[CH:3]=[C:4]([CH:16]=[CH:17][CH:18]=1)[CH2:5][N:6]1[C:10]2[CH:11]=[CH:12][CH:13]=[CH:14][C:9]=2[NH:8][C:7]1=[NH:15].[F:19][C:20]1[CH:30]=[CH:29][C:23]([O:24][CH2:25][CH:26]2[CH2:28][O:27]2)=[CH:22][CH:21]=1>CCO>[Br:1][C:2]1[CH:3]=[C:4]([CH:16]=[CH:17][CH:18]=1)[CH2:5][N:6]1[C:10]2[CH:11]=[CH:12][CH:13]=[CH:14][C:9]=2[N:8]([CH2:28][CH:26]([OH:27])[CH2:25][O:24][C:23]2[CH:29]=[CH:30][C:20]([F:19])=[CH:21][CH:22]=2)[C:7]1=[NH:15]. Reported procedure: To a solution of 1-(3-bromo-benzyl)-1,3-dihydro-benzoimidazol-2-ylideneamine (0.50 g, 1.66 mmol) in EtOH (30 ml) at rt was added 2-(4-fluoro-phenoxymethyl)-oxirane (278 mg, 1.66 mmol). The reaction was heated to reflux where it was maintained for 24 h. After this time, additional 2-(4-fluoro-phenoxymethyl)-oxirane (278 mg, 1.66 mmol) was introduced and the reaction was heated to reflux where it was left for a further 6 h. The mixture was cooled to rt and concentrated under reduced pressure. Puri...